This data is from the Open Reaction Database (ORD), a public repository of structured organic reaction records. The task is: describe an organic reaction: reactants, conditions, products, and yield The solvent is CO (MeOH). Reaction SMILES: C(OC([N:8]1[CH2:13][CH:12]=[C:11]([C:14]2[CH:15]=[N:16][C:17]([CH3:23])=[C:18]([N+:20]([O-:22])=[O:21])[CH:19]=2)[C:10]([CH3:25])([CH3:24])[CH2:9]1)=O)(C)(C)C.Cl>CO>[CH3:24][C:10]1([CH3:25])[C:11]([C:14]2[CH:15]=[N:16][C:17]([CH3:23])=[C:18]([N+:20]([O-:22])=[O:21])[CH:19]=2)=[CH:12][CH2:13][NH:8][CH2:9]1. Reactants: C(C)(C)(C)OC(=O)N1CC(C(=CC1)C=1C=NC(=C(C1)[N+](=O)[O-])C)(C)C (tert-butyl-3′,3′,6-trimethyl-5-nitro-3′,6′-dihydro-3,4′-bipyridine-1′(2′H)-carboxylate), Cl (hydrochloric acid). Run at time 2 hour. The yield is 100.0%. The product is CC1(CNCC=C1C=1C=NC(=C(C1)[N+](=O)[O-])C)C (3′,3′,6-trimethyl-5-nitro-1′,2′,3′,6′-tetrahydro-3,4′-bipyridine), hydrochloride salt. Procedure details: To a solution of tert-butyl-3′,3′,6-trimethyl-5-nitro-3′,6′-dihydro-3,4′-bipyridine-1′(2′H)-carboxylate (1.30 g, 3.70 mmol) in MeOH (30 mL) was added hydrochloric acid (4.0 M in 1,4-dioxane, 40 mL). The reaction mixture was allowed to stir for 2 h at rt. The reaction mixture was concentrated to give 3′,3′,6-trimethyl-5-nitro-1′,2′,3′,6′-tetrahydro-3,4′-bipyridine as the hydrochloride salt (1.12 g, 100%) as a white solid. LCMS (FA): Rt=0.89 min, m/z=248.3 (M+H). Reactants: CC(COc1ccc(C#N)cc1)NC(=O)C(N)C(C)C, ClCCl, CN1CCOCC1, C#CCOC(=O)Cl, O. The product is C#CCOC(=O)NC(C(=O)NC(C)COc1ccc(C#N)cc1)C(C)C. As a reaction SMILES: [C:15](#[N:16])[c:17]1[cH:18][cH:19][c:20]([O:21][CH2:22][CH:23]([CH3:24])[NH:25][C:26]([CH:27]([NH2:28])[CH:29]([CH3:30])[CH3:31])=[O:32])[cH:33][cH:34]1.[CH2:36]([Cl:37])[Cl:38].[CH3:1][N:2]1[CH2:3][CH2:4][O:5][CH2:6][CH2:7]1.[Cl:8][C:9](=[O:10])[O:11][CH2:12][C:13]#[CH:14].[OH2:35]>>[C:9](=[O:10])([O:11][CH2:12][C:13]#[CH:14])[NH:28][CH:27]([C:26]([NH:25][CH:23]([CH2:22][O:21][c:20]1[cH:19][cH:18][c:17]([C:15]#[N:16])[cH:34][cH:33]1)[CH3:24])=[O:32])[CH:29]([CH3:30])[CH3:31]. The reactants are N(=O)OC(C)(C)C (tert-butyl nitrite), NC=1C=C2C=NNC2=CC1 (5-aminoindazole), C[Si](C)(C)N=[N+]=[N-] (trimethylsilyl azide). Run in CC#N (MeCN). Conditions: temperature 0 celsius, time 18 hour. The product is N(=[N+]=[N-])C=1C=C2C=NNC2=CC1 (5-azido-1H-indazole). The yield is 76.3%. RXN SMILES: N(OC(C)(C)C)=O.[NH2:8][C:9]1[CH:10]=[C:11]2[C:15](=[CH:16][CH:17]=1)[NH:14][N:13]=[CH:12]2.C[Si]([N:22]=[N+:23]=[N-])(C)C>CC#N>[N:8]([C:9]1[CH:10]=[C:11]2[C:15](=[CH:16][CH:17]=1)[NH:14][N:13]=[CH:12]2)=[N+:22]=[N-:23]. Procedure: Neat tert-butyl nitrite (670 μL, 5633 μmol) was added to a suspension of 5-aminoindazole (500 mg, 3755 μmol) (commercially available from VWR Chemical Catalog (Order Number AAAL06705-14)) in MeCN (7 mL) at 0° C. followed by dropwise addition of trimethylsilyl azide (598 μL 4506 μmol). The mixture was stirred at 0° C. for 5 minutes room temperature for 18 hours, and at 50° C. for 24 hours. The mixture was concentrated under reduced pressure, and the resulting brown residue was absorbed onto silic... Reactants: CC1=CC(=NC(=C1)C)N1C(=CC=C1C)C (4,6-dimethyl-2-(2,5-dimethylpyrrol-1-yl)pyridine), BrC[C@@H](C)N1C(=CC=C1C)C ((R)-1-(2-bromo-1-methylethyl)-2,5-dimethylpyrrole). Yields the product CC1=CC(=NC(=C1)CC[C@@H](C)N1C(=CC=C1C)C)N1C(=CC=C1C)C ((R)-4-methyl-2-(2,5-dimethylpyrrol-1-yl)-6-(3-(2,5-dimethylpyrrol-1-yl)-3-methylpropyl)pyridine). RXN SMILES: [CH3:1][C:2]1[CH:7]=[C:6]([CH3:8])[N:5]=[C:4]([N:9]2[C:13]([CH3:14])=[CH:12][CH:11]=[C:10]2[CH3:15])[CH:3]=1.Br[CH2:17][C@H:18]([N:20]1[C:24]([CH3:25])=[CH:23][CH:22]=[C:21]1[CH3:26])[CH3:19]>>[CH3:1][C:2]1[CH:7]=[C:6]([CH2:8][CH2:17][C@H:18]([N:20]2[C:24]([CH3:25])=[CH:23][CH:22]=[C:21]2[CH3:26])[CH3:19])[N:5]=[C:4]([N:9]2[C:13]([CH3:14])=[CH:12][CH:11]=[C:10]2[CH3:15])[CH:3]=1. Reported procedure: By analogy to Example 76, Step A, the anion of 4,6-dimethyl-2-(2,5-dimethylpyrrol-1-yl)pyridine was alkylated with (R)-1-(2-bromo-1-methylethyl)-2,5-dimethylpyrrole to give (R)-4-methyl-2-(2,5-dimethylpyrrol-1-yl)-6-(3-(2,5-dimethylpyrrol-1-yl)-3-methylpropyl)pyridine. Starting materials: ClC1=NC2=CC(=C(C=C2C(=N1)NC1=CC=C(C=C1)C)OC)OC (2-chloro-6,7-dimethoxy-N-(4-methylphenyl)-4-quinazolinamine), C(C)(C)(C)OC(C1=CC=C(C=C1)NC1CCNCC1)=O (4-(Piperidin-4-ylamino)benzoic Acid tert-Butyl Ester). Solvent: C(CCCC)O (n-pentanol). Run at temperature 120 celsius. Product: C(C)(C)(C)OC(C1=CC=C(C=C1)NC1CCN(CC1)C1=NC2=CC(=C(C=C2C(=N1)NC1=CC=C(C=C1)C)OC)OC)=O (4-[1-(6,7-Dimethoxy-4-p-tolylaminoquinazolin-2-yl)piperidin-4-ylamino]benzoic acid tert-butyl ester). Isolated yield 85.4%. RXN SMILES: Cl[C:2]1[N:11]=[C:10]([NH:12][C:13]2[CH:18]=[CH:17][C:16]([CH3:19])=[CH:15][CH:14]=2)[C:9]2[C:4](=[CH:5][C:6]([O:22][CH3:23])=[C:7]([O:20][CH3:21])[CH:8]=2)[N:3]=1.[C:24]([O:28][C:29](=[O:43])[C:30]1[CH:35]=[CH:34][C:33]([NH:36][CH:37]2[CH2:42][CH2:41][NH:40][CH2:39][CH2:38]2)=[CH:32][CH:31]=1)([CH3:27])([CH3:26])[CH3:25]>C(O)CCCC>[C:24]([O:28][C:29](=[O:43])[C:30]1[CH:35]=[CH:34][C:33]([NH:36][CH:37]2[CH2:42][CH2:41][N:40]([C:2]3[N:11]=[C:10]([NH:12][C:13]4[CH:18]=[CH:17][C:16]([CH3:19])=[CH:15][CH:14]=4)[C:9]4[C:4](=[CH:5][C:6]([O:22][CH3:23])=[C:7]([O:20][CH3:21])[CH:8]=4)[N:3]=3)[CH2:39][CH2:38]2)=[CH:32][CH:31]=1)([CH3:27])([CH3:25])[CH3:26]. Procedure details: 2-chloro-6,7-dimethoxy-N-(4-methylphenyl)-4-quinazolinamine (0.099 g, 0.3 mmol) prepared according to the procedures described in Gazit et al (Bioorg Med Chem, 1996, 4:1203) was added to a solution of (49) (0.10 g, 0.37 mmol) in n-pentanol (5 mL) at 25° C. The mixture was heated to 120° C. and maintained at that temperature for 12 h. The reaction mixture was then cooled to room temperature and the desired product was filtered and rinsed with acetone to give 0.146 g (85.3%) of the title compound:... Reactants: Cl, Nc1ccc(OS(=O)(=O)c2ccc(F)cc2)cc1[N+](=O)[O-], NCCO. Product: Nc1ccc(OS(=O)(=O)c2ccc(NCCO)cc2)cc1[N+](=O)[O-]. Reaction SMILES: [ClH:26].[NH2:1][c:2]1[c:3]([N+:19](=[O:20])[O-:21])[cH:4][c:5]([O:8][S:9](=[O:10])(=[O:11])[c:12]2[cH:13][cH:14][c:15]([F:18])[cH:16][cH:17]2)[cH:6][cH:7]1.[NH2:22][CH2:23][CH2:24][OH:25]>>[NH2:1][c:2]1[c:3]([N+:19](=[O:20])[O-:21])[cH:4][c:5]([O:8][S:9](=[O:10])(=[O:11])[c:12]2[cH:13][cH:14][c:15]([NH:22][CH2:23][CH2:24][OH:25])[cH:16][cH:17]2)[cH:6][cH:7]1. Starting materials: C(CC(O)(C(=O)O)CC(=O)O)(=O)O (citric acid), C1(=CC=CC=C1)C(C1=CC=CC=C1)=NC(C(=O)OC(C)(C)C)CC1=CC=C(C=C1)OC(F)(F)F (tert-butyl 2-[(diphenylmethylene)amino]-3-[4-(trifluoromethoxy)phenyl]propanoate), Example 1 ( 1a ). The solvent is C1CCOC1 (THF). Reaction conditions: time 4 hour. Yields the product NC(C(=O)OC(C)(C)C)CC1=CC=C(C=C1)OC(F)(F)F (Tert-Butyl 2-amino-3-[4-(trifluoromethoxy)phenyl]propanoate). Yield: 94.3%. As a reaction SMILES: C(O)(=O)CC(CC(O)=O)(C(O)=O)O.C1(C(=[N:27][CH:28]([CH2:36][C:37]2[CH:42]=[CH:41][C:40]([O:43][C:44]([F:47])([F:46])[F:45])=[CH:39][CH:38]=2)[C:29]([O:31][C:32]([CH3:35])([CH3:34])[CH3:33])=[O:30])C2C=CC=CC=2)C=CC=CC=1>C1COCC1>[NH2:27][CH:28]([CH2:36][C:37]1[CH:38]=[CH:39][C:40]([O:43][C:44]([F:45])([F:46])[F:47])=[CH:41][CH:42]=1)[C:29]([O:31][C:32]([CH3:33])([CH3:34])[CH3:35])=[O:30]. Procedure: According to the method described in the document (J. Am. Chem. Soc., (2003), 125, 5139-5151), a 1 M citric acid aqueous solution (52 mL) was added to a THF (52 mL) solution of tert-butyl 2-[(diphenylmethylene)amino]-3-[4-(trifluoromethoxy)phenyl]propanoate (2.44 g, 5.21 mmol) prepared in Reference Example 1 (1a). The mixture was stirred at room temperature for 4 hours. The reaction solution (mainly THF) was evaporated, neutralized with a sodium bicarbonate aqueous solution, and then extracted w... Starting materials: OBO, O=C([O-])O, CCOC(=O)c1cccc(I)c1, c1ccc(COc2ccccc2)cc1, COCCOC, [Na+], [Na+], [Na+], O=C([O-])[O-]. The product is CCOC(=O)c1cccc(-c2ccc(OCc3ccccc3)cc2)c1. Reaction SMILES: [BH:19]([OH:20])[OH:21].[C:42](=[O:43])([OH:44])[O-:45].[CH2:1]([CH3:2])[O:3][C:4]([c:5]1[cH:6][c:7]([I:11])[cH:8][cH:9][cH:10]1)=[O:12].[CH2:22]([c:23]1[cH:24][cH:25][cH:26][cH:27][cH:28]1)[O:29][c:30]1[cH:31][cH:32][cH:33][cH:34][cH:35]1.[CH3:36][O:37][CH2:38][CH2:39][O:40][CH3:41].[Na+:13].[Na+:14].[Na+:46].[O-:15][C:16](=[O:17])[O-:18]>>[CH2:1]([CH3:2])[O:3][C:4]([c:5]1[cH:6][c:7](-[c:33]2[cH:32][cH:31][c:30]([O:29][CH2:22][c:23]3[cH:24][cH:25][cH:26][cH:27][cH:28]3)[cH:35][cH:34]2)[cH:8][cH:9][cH:10]1)=[O:12]. Starting materials: S1C(=CC=C1)[Li] (2-Thienyl lithium), S1C(=CC=C1)[Li] (2-Thienyl lithium), BrCCCCBr (1,4-dibromobutane), BrC=1SC=CC1 (2-bromothiophene), C(CCC)[Li] (n-butyl lithium). The product is BrCCCCC=1SC=CC1 (bromobutyl thiophene). RXN SMILES: [S:1]1[CH:5]=[CH:4][CH:3]=[C:2]1[Li].[Br:7][C:8]1S[CH:10]=[CH:11][CH:12]=1.C([Li])CCC.BrCCCCBr>>[Br:7][CH2:8][CH2:12][CH2:11][CH2:10][C:2]1[S:1][CH:5]=[CH:4][CH:3]=1. Procedure details: 2-Thienyl lithium can be generated from 2-bromothiophene (Aldrich Chemical Co.) and n-butyl lithium (Aeros Organics, Pittsburgh, Pa.). 2-Thienyl lithium is allowed to react with 1.5 equivalents of 1,4-dibromobutane (Aeros Organics, Pittsburgh, Pa.) to give bromobutyl thiophene. The bromine is then replaced by an azide ion. The thienyl butyl azide thus obtained is reduced by sodium borohydride to yield the amine, 2-thienyl butyl amine (Scheme 5). The 2-thienyl butyl amine dissolved in water is ad... Reactants: Br, COc1ccccc1-c1nc2ncn(Cc3ccccc3)c2c(=O)[nH]1, CC(=O)O. Product: O=c1[nH]c(-c2ccccc2O)nc2ncn(Cc3ccccc3)c12. Reaction SMILES: [BrH:26].[CH2:1]([c:2]1[cH:3][cH:4][cH:5][cH:6][cH:7]1)[n:8]1[cH:9][n:10][c:11]2[n:12][c:13](-[c:18]3[c:19]([O:24][CH3:25])[cH:20][cH:21][cH:22][cH:23]3)[nH:14][c:15](=[O:17])[c:16]12.[CH3:27][C:28](=[O:29])[OH:30]>>[CH2:1]([c:2]1[cH:3][cH:4][cH:5][cH:6][cH:7]1)[n:8]1[cH:9][n:10][c:11]2[n:12][c:13](-[c:18]3[c:19]([OH:24])[cH:20][cH:21][cH:22][cH:23]3)[nH:14][c:15](=[O:17])[c:16]12.